This data is from the Open Reaction Database (ORD), a public repository of structured organic reaction records. The task is: describe an organic reaction: reactants, conditions, products, and yield RXN SMILES: [OH:1][C:2]1[C:3]([CH3:18])=[C:4]2[C:9](=[C:10]([CH3:13])[C:11]=1[CH3:12])[O:8][C:7]([CH3:17])([C:14]([NH2:16])=[O:15])[CH2:6][CH2:5]2.CC[O:21]C(C)=O>C(C#N)(C)=O.O>[OH:21][C:7]([CH3:17])([CH2:6][CH2:5][C:4]1[C:9](=[O:8])[C:10]([CH3:13])=[C:11]([CH3:12])[C:2](=[O:1])[C:3]=1[CH3:18])[C:14]([NH2:16])=[O:15]. Procedure details: A solution of 6-hydroxy-2,5,7,8-tetramethylchroman-2-carboxamide (1.0 equiv.) in 3 mL AcCN (0.28 M) and a drop of water was cooled to 0° C. A solution of ceric ammonium nitrate (CAN) (2.2 equiv) in water (0.5 M) cooled to 0° C. was added dropwise over 2-3 minutes. The solution was then immediately treated with 10 mL EtOAc and the layers separated. The organic layer was washed 3×5 mL H2O and the combined aqueous phases back extracted with 3×5 mL EtOAc. The combined organics were washed with 10 mL... Solvent: C(=O)(C)C#N (AcCN), O (water), O (water). Product: OC(C(=O)N)(CCC1=C(C(C(=C(C1=O)C)C)=O)C)C (2-hydroxy-2-methyl-4-(2,4,5-trimethyl-3,6-dioxocyclohexa-1,4-dienyl)butanamide). Reactants: OC=1C(=C2CCC(OC2=C(C1C)C)(C(=O)N)C)C (6-hydroxy-2,5,7,8-tetramethylchroman-2-carboxamide), ceric ammonium nitrate, CCOC(=O)C (EtOAc).